The task is: describe an organic reaction: reactants, conditions, products, and yield. This data is from the Open Reaction Database (ORD), a public repository of structured organic reaction records. Starting materials: C1(CCCCC1)N=C=NC1CCCCC1 (dicyclohexylcarbodiimide), C[C@@H]1C[C@H]2[C@H](O2)/C=C\C=C\C(=O)CC3=C(C(=CC(=C3Cl)O)O)C(=O)O1 (radicicol), C(C=C)OC(=O)NCCCCCCCCCCCC(=O)O (12-allyloxycarbonylaminododecanoic acid). Run in CN1C(CCC1)=O (1-methyl-2-pyrrolidinone). The product is CN(C)C1=NC=CC=C1 (dimethylaminopyridine), title compound. RXN SMILES: [CH3:1][C@H]1OC(=O)C2C(O)=CC(O)=C(Cl)C=2CC(=O)C=CC=C[C@H]2O[C@H]2C1.C(OC(NCCCCCCCCCCCC(O)=O)=O)C=C.[CH:47]1([N:53]=[C:54]=[N:55][CH:56]2[CH2:61][CH2:60][CH2:59]CC2)CCCCC1>CN1CCCC1=O>[CH3:1][N:53]([C:54]1[CH:59]=[CH:60][CH:61]=[CH:56][N:55]=1)[CH3:47]. Procedure: Following a procedure similar to that described in Example 12, but using 547 mg of radicicol, 3.75 g of 12-allyloxycarbonylaminododecanoic acid, 15 ml of dry 1-methyl-2-pyrrolidinone, 1.6 g of dicyclohexylcarbodiimide and a catalytic amount of dimethylaminopyridine, 418 mg of the title compound were obtained. Starting materials: O (water), C(C)OC(CC1=CC(=C(C(=C1)OCC(F)(F)F)I)OCC(F)(F)F)=O ([4-iodo-3,5-bis-(2,2,2-trifluoro-ethoxy)-phenyl]-acetic acid ethyl ester), FC(C1=CC=C(C=C1)B(O)O)(F)F (4-trifluoromethylphenylboronic acid), [F-].[Cs+] (CsF). Reagents/catalysts: C=1C=CC(=CC1)[P](C=2C=CC=CC2)(C=3C=CC=CC3)[Pd]([P](C=4C=CC=CC4)(C=5C=CC=CC5)C=6C=CC=CC6)([P](C=7C=CC=CC7)(C=8C=CC=CC8)C=9C=CC=CC9)[P](C=1C=CC=CC1)(C=1C=CC=CC1)C=1C=CC=CC1 (Pd(PPh3)4). The solvent is CCOC(=O)C (EtOAc), COCCOC (DME). Conditions: temperature 100 celsius. The product is C(C)OC(CC1=CC(=C(C(=C1)OCC(F)(F)F)C1=CC=C(C=C1)C(F)(F)F)OCC(F)(F)F)=O ([2,6-bis-(2,2,2-trifluoro-ethoxy)-4′-trifluoromethyl-biphenyl-4-yl]-acetic acid ethyl ester). Yield: 64.9%. As a reaction SMILES: [CH2:1]([O:3][C:4](=[O:25])[CH2:5][C:6]1[CH:11]=[C:10]([O:12][CH2:13][C:14]([F:17])([F:16])[F:15])[C:9](I)=[C:8]([O:19][CH2:20][C:21]([F:24])([F:23])[F:22])[CH:7]=1)[CH3:2].[F:26][C:27]([F:38])([F:37])[C:28]1[CH:33]=[CH:32][C:31](B(O)O)=[CH:30][CH:29]=1.[F-].[Cs+].O>COCCOC.C1C=CC([P]([Pd]([P](C2C=CC=CC=2)(C2C=CC=CC=2)C2C=CC=CC=2)([P](C2C=CC=CC=2)(C2C=CC=CC=2)C2C=CC=CC=2)[P](C2C=CC=CC=2)(C2C=CC=CC=2)C2C=CC=CC=2)(C2C=CC=CC=2)C2C=CC=CC=2)=CC=1.CCOC(C)=O>[CH2:1]([O:3][C:4](=[O:25])[CH2:5][C:6]1[CH:11]=[C:10]([O:12][CH2:13][C:14]([F:17])([F:16])[F:15])[C:9]([C:31]2[CH:32]=[CH:33][C:28]([C:27]([F:38])([F:37])[F:26])=[CH:29][CH:30]=2)=[C:8]([O:19][CH2:20][C:21]([F:24])([F:23])[F:22])[CH:7]=1)[CH3:2] |f:2.3,^1:51,53,72,91|. Procedure details: To a solution of [4-iodo-3,5-bis-(2,2,2-trifluoro-ethoxy)-phenyl]-acetic acid ethyl ester (0.8 g, 1.65 mmol) in DME (anhydrous, 15 mL) under argon atmosphere were added 4-trifluoromethylphenylboronic acid (0.4 g, 2.10 mmol), CsF (0.6 g, 3.95 mmol), and Pd(PPh3)4 (0.3 g, 0.26 mmol). The reaction mixture was refluxed for 18 h (oil bath, 100° C.). A mixture of water and EtOAc (15 mL/15 mL) was added and the layers were separated. The organic phase was dried over MgSO4 and evaporated to give a crude... The reactants are CCCCCC (hexane), CC1(C=2C=C(C(=CC2C(CC1)(C)C)C(=C)C)OCCC)C (2-(5,5,8,8-tetramethyl-3-propyloxy-5,6,7,8-tetrahydronaphthalen-2-yl)-propene), [Se](=O)=O (selenium dioxide), C(C)(C)(C)OO (t-butyl hydroperoxide). Run in ClCCl (dichloromethane), ClCCl (dichloromethane). Reaction conditions: time 30 minute. The product is CC1(C=2C=C(C(=CC2C(CC1)(C)C)C(=CO)C)OCCC)C (2-(5,5,8,8-tetramethyl-3-propyloxy-5,6,7,8-tetrahydro naphthalen-2-yl)-propen-1-ol). The yield is 38.5%. Reaction SMILES: [Se](=O)=O.C([O:8]O)(C)(C)C.[CH3:10][C:11]1([CH3:30])[CH2:20][CH2:19][C:18]([CH3:22])([CH3:21])[C:17]2[CH:16]=[C:15]([C:23]([CH3:25])=[CH2:24])[C:14]([O:26][CH2:27][CH2:28][CH3:29])=[CH:13][C:12]1=2.CCCCCC>ClCCl>[CH3:10][C:11]1([CH3:30])[CH2:20][CH2:19][C:18]([CH3:21])([CH3:22])[C:17]2[CH:16]=[C:15]([C:23]([CH3:25])=[CH:24][OH:8])[C:14]([O:26][CH2:27][CH2:28][CH3:29])=[CH:13][C:12]1=2. Procedure: Into a 5 mL round-bottom flask was introduced selenium dioxide (71 mg, 0.64 mmol), 1 mL of dichloromethane, and 90% t-butyl hydroperoxide (0.284 mL, 2.56 mmol). After the mixture had been stirred for 30 min. at room temperature, 2-(5,5,8,8-tetramethyl-3-propyloxy-5,6,7,8-tetrahydronaphthalen-2-yl)-propene (366 mg, 1.28 mmol), in 1 mL of dichloromethane was slowly added. The mixture was stirred at room temperature for 3 h. Then quenched with aqueous saturated NaHCO3. The mixture was extracted wit...